From a dataset of the Open Reaction Database (ORD), a public repository of structured organic reaction records. describe an organic reaction: reactants, conditions, products, and yield Starting materials: C([O-])([O-])=O.[Mg+2] (magnesium carbonate), suspension, P(O)(O)(O)=O (phosphoric acid). Product: P(=O)(O)([O-])[O-].[Mg+2] (magnesium hydrogen phosphate), C([O-])([O-])=O (carbonate). Reaction SMILES: [C:1](=[O:4])([O-:3])[O-:2].[Mg+2:5].[P:6](=[O:10])([OH:9])([OH:8])[OH:7]>>[P:6]([O-:10])([O-:9])([OH:8])=[O:7].[Mg+2:5].[C:1](=[O:2])([O-:4])[O-:3] |f:0.1,3.4|. Reported procedure: By the reaction of magnesium carbonate in an aqueous, 10-40% suspension with technical phosphoric acid at a molar ratio of 2:1 there is obtained magnesium hydrogen phosphate with a carbonate proportion of 50 mole-%. The reaction may be carried out at temperatures between room temperature and heat of boiling of the mixture, but it is carried out preferably, in the case of an amount of a few kilograms, at temperatures of from 30° to 50° C. for a period of time of 30 minutes, with the period of tim... Starting materials: C(C)(C)(C)C1=CC(=C(C=C1)C=1N([C@@H]([C@@H](N1)C1=CC=C(C=C1)Cl)C1=CC=C(C=C1)Cl)C(=O)Cl)OC(C)C ((4S,5R)-2-(4-tert-butyl-2-isopropoxy-phenyl)-4,5-bis-(4-chloro-phenyl)-4,5-dihydro-imidazole-1-carbonyl chloride), N1(CCOCC1)C(CN1CCNCC1)=O (1-morpholin-4-yl-2-piperazin-1-yl-ethanone). The product is Cl.C(C)(C)(C)C1=CC(=C(C=C1)C=1N([C@@H]([C@@H](N1)C1=CC=C(C=C1)Cl)C1=CC=C(C=C1)Cl)C(=O)N1CCN(CC1)CC(=O)N1CCOCC1)OC(C)C (2-{4-[(4S,5R)-2-(4-tert-Butyl-2-isopropoxy-phenyl)-4,5-bis-(4-chloro-phenyl)-4,5-dihydro-imidazole-1-carbonyl]-piperazin-1-yl}-1-morpholin-4-yl-ethanone hydrochloride). RXN SMILES: [C:1]([C:5]1[CH:10]=[CH:9][C:8]([C:11]2[N:12]([C:30](Cl)=[O:31])[C@H:13]([C:23]3[CH:28]=[CH:27][C:26]([Cl:29])=[CH:25][CH:24]=3)[C@H:14]([C:16]3[CH:21]=[CH:20][C:19]([Cl:22])=[CH:18][CH:17]=3)[N:15]=2)=[C:7]([O:33][CH:34]([CH3:36])[CH3:35])[CH:6]=1)([CH3:4])([CH3:3])[CH3:2].[N:37]1([C:43](=[O:51])[CH2:44][N:45]2[CH2:50][CH2:49][NH:48][CH2:47][CH2:46]2)[CH2:42][CH2:41][O:40][CH2:39][CH2:38]1>>[ClH:22].[C:1]([C:5]1[CH:10]=[CH:9][C:8]([C:11]2[N:12]([C:30]([N:48]3[CH2:49][CH2:50][N:45]([CH2:44][C:43]([N:37]4[CH2:38][CH2:39][O:40][CH2:41][CH2:42]4)=[O:51])[CH2:46][CH2:47]3)=[O:31])[C@H:13]([C:23]3[CH:28]=[CH:27][C:26]([Cl:29])=[CH:25][CH:24]=3)[C@H:14]([C:16]3[CH:21]=[CH:20][C:19]([Cl:22])=[CH:18][CH:17]=3)[N:15]=2)=[C:7]([O:33][CH:34]([CH3:36])[CH3:35])[CH:6]=1)([CH3:4])([CH3:2])[CH3:3] |f:2.3|. Procedure details: 2-{4-[(4S,5R)-2-(4-tert-Butyl-2-isopropoxy-phenyl)-4,5-bis-(4-chloro-phenyl)-4,5-dihydro-imidazole-1-carbonyl]-piperazin-1-yl}-1-morpholin-4-yl-ethanone hydrochloride was prepared from (4S,5R)-2-(4-tert-butyl-2-isopropoxy-phenyl)-4,5-bis-(4-chloro-phenyl)-4,5-dihydro-imidazole-1-carbonyl chloride (example 12i) and 1-morpholin-4-yl-2-piperazin-1-yl-ethanone (Oakwood Products) in an analogous manner as described in example 25. LR-MS: 720.5 [(M+H)+] Reactants: N1=C(NC2=C1C=CC=C2)SCCN2CCN(CC2)C(=O)OC(C)(C)C (1-[2-(benzimidazol-2-ylthio)ethyl]-4-tert-butoxycarbonyl piperazine). Run in FC(C(=O)O)(F)F (trifluoroacetic acid). Reaction conditions: time 30 minute. Product: N1=C(NC2=C1C=CC=C2)SCCN2CCNCC2 (1-[2-(benzimidazole-2-ylthio)ethyl]piperazine). Isolated yield 152.3%. As a reaction SMILES: [N:1]1[C:5]2[CH:6]=[CH:7][CH:8]=[CH:9][C:4]=2[NH:3][C:2]=1[S:10][CH2:11][CH2:12][N:13]1[CH2:18][CH2:17][N:16](C(OC(C)(C)C)=O)[CH2:15][CH2:14]1>FC(F)(F)C(O)=O>[N:1]1[C:5]2[CH:6]=[CH:7][CH:8]=[CH:9][C:4]=2[NH:3][C:2]=1[S:10][CH2:11][CH2:12][N:13]1[CH2:18][CH2:17][NH:16][CH2:15][CH2:14]1. Procedure details: 1-[2-(benzimidazol-2-ylthio)ethyl]-4-tert-butoxycarbonyl piperazine (13.83 g, 38.15 mmol) was dissolved in trifluoroacetic acid (75 mL) in an ice bath, and the mixture was stirred at the same temperature for 30 minutes, and after elevating the temperature to room temperature, the mixture was stirred for another 40 minutes. The reaction solution was concentrated under reduced pressure, and the resulting crystals were recrystallized from methanol-diethyether to give 15.24 g of 1-[2-(benzimidazole-... The solvent is C(Cl)Cl (methylene chloride). The reactants are C(C)(C)(C)OC(NC(C)C1=CC(=C(C=C1)NS(=O)(=O)C)C#CC1=CC=CC=C1)=O ([1-(4-Methanesulfonylamino-3-phenylethynylphenyl)ethyl]carbamic acid tert-butyl ester), FC(C(=O)O)(F)F (trifluoroacetic acid). Reaction conditions: time 24 hour. Reported procedure: [1-(4-Methanesulfonylamino-3-phenylethynylphenyl)ethyl]carbamic acid tert-butyl ester (300 mg, 0.724 mmol) and trifluoroacetic acid (279 μl, 3.619 mmol, 3 eq) were added in methylene chloride. The reaction mixture was stirred for 24 hrs. A reaction solvent was removed in vacuo to yield 1-(4-methanesulfonylamino-3-phenylethynylphenyl)ethylamine (440.1 mg, 100%). Yields the product CS(=O)(=O)NC1=C(C=C(C=C1)C(C)N)C#CC1=CC=CC=C1 (1-(4-methanesulfonylamino-3-phenylethynylphenyl)ethylamine). Isolated yield 193.3%. Reaction SMILES: C(OC(=O)[NH:7][CH:8]([C:10]1[CH:15]=[CH:14][C:13]([NH:16][S:17]([CH3:20])(=[O:19])=[O:18])=[C:12]([C:21]#[C:22][C:23]2[CH:28]=[CH:27][CH:26]=[CH:25][CH:24]=2)[CH:11]=1)[CH3:9])(C)(C)C.FC(F)(F)C(O)=O>C(Cl)Cl>[CH3:20][S:17]([NH:16][C:13]1[CH:14]=[CH:15][C:10]([CH:8]([NH2:7])[CH3:9])=[CH:11][C:12]=1[C:21]#[C:22][C:23]1[CH:28]=[CH:27][CH:26]=[CH:25][CH:24]=1)(=[O:19])=[O:18]. The reactants are BrC=1C=C(C(N(C1)C)=O)NC1=NC=C(C=C1)C1CN(C1)C (5-Bromo-1-methyl-3-(5-(1-methylazetidin-3-yl)pyridin-2-ylamino)pyridine-2(1H)-one), C(C)(=O)OCC=1C(=NC=CC1B1OC(C(O1)(C)C)(C)C)N1C(C=2N(C=3CCCCC3C2)CC1)=O ((2-(1-Oxo-3,4,6,7,8,9-hexahydropyrazino[1,2-a]indol-2(1H)-yl)-4-(4,4,5,5-tetramethyl-1,3,2-dioxaborolan-2-yl)pyridin-3-yl)methyl acetate), [O-]P(=O)([O-])[O-].[K+].[K+].[K+] (K3PO4), C(C)(=O)[O-].[Na+] (sodium acetate). The reagents and catalysts are C1=CC=C(C=C1)P([C-]2C=CC=C2)C3=CC=CC=C3.C1=CC=C(C=C1)P([C-]2C=CC=C2)C3=CC=CC=C3.Cl[Pd]Cl.[Fe+2] (Pd(dppf)Cl2). The solvent is C(C)#N (acetonitrile), O (water). The product is C(C)(=O)OCC=1C(=NC=CC1C1=CN(C(C(=C1)NC1=CC=C(C=C1)C1CN(C1)C)=O)C)N1C(C=2N(C=3CCCCC3C2)CC1)=O ((4-(1-Methyl-5-(4-(1-methylazetidin-3-yl)phenylamino)-6-oxo-1,6-dihydro-pyridin-3-yl)-2-(1-oxo-3,4,6,7,8,9-hexahydropyrazino[1,2-a]indol-2(1H)-yl)pyridin-3-yl)methyl Acetate). Yield: 54.9%. RXN SMILES: Br[C:2]1[CH:3]=[C:4]([NH:10][C:11]2[CH:16]=[CH:15][C:14]([CH:17]3[CH2:20][N:19]([CH3:21])[CH2:18]3)=[CH:13]N=2)[C:5](=[O:9])[N:6]([CH3:8])[CH:7]=1.[C:22]([O:25][CH2:26][C:27]1[C:28]([N:42]2[CH2:54][CH2:53][N:45]3[C:46]4[CH2:47][CH2:48][CH2:49][CH2:50][C:51]=4[CH:52]=[C:44]3[C:43]2=[O:55])=[N:29][CH:30]=[CH:31][C:32]=1B1OC(C)(C)C(C)(C)O1)(=[O:24])[CH3:23].[O-]P([O-])([O-])=O.[K+].[K+].[K+].[C:64]([O-])(=O)C.[Na+]>C1C=CC(P(C2C=CC=CC=2)[C-]2C=CC=C2)=CC=1.C1C=CC(P(C2C=CC=CC=2)[C-]2C=CC=C2)=CC=1.Cl[Pd]Cl.[Fe+2].C(#N)C.O>[C:22]([O:25][CH2:26][C:27]1[C:28]([N:42]2[CH2:54][CH2:53][N:45]3[C:46]4[CH2:47][CH2:48][CH2:49][CH2:50][C:51]=4[CH:52]=[C:44]3[C:43]2=[O:55])=[N:29][CH:30]=[CH:31][C:32]=1[C:2]1[CH:3]=[C:4]([NH:10][C:11]2[CH:64]=[CH:13][C:14]([CH:17]3[CH2:20][N:19]([CH3:21])[CH2:18]3)=[CH:15][CH:16]=2)[C:5](=[O:9])[N:6]([CH3:8])[CH:7]=1)(=[O:24])[CH3:23] |f:2.3.4.5,6.7,8.9.10.11|. Procedure details: A 50-mL round-bottomed flask equipped with a magnetic stirrer and a reflux condenser was charged with 239c (106 mg, 0.30 mmol), 3-(acetoxymethyl)-2-(1-oxo-3,4,6,7,8,9-hexa-hydropyrazino[1,2-a]indol-2(1H)-yl)pyridin-4-ylboronic acid 113i (115 mg, 0.30 mmol), Pd(dppf)Cl2 (25 mg, 0.030 mmol), K3PO4 (127 mg, 0.60 mmol), sodium acetate (49 mg, 0.60 mmol), water (1 mL) and acetonitrile (10 mL). After three cycles of vacuum/argon flush, the mixture was heated under reflux for 2 h. It was then cooled to...